Dataset: the Open Reaction Database (ORD), a public repository of structured organic reaction records. Task: describe an organic reaction: reactants, conditions, products, and yield Reactants: C(CCC)C1=NN=C(N1CC1=CC=C(C=C1)O)SCC1=CC=C(C=C1)[N+](=O)[O-] (3-Butyl-4-(4-hydroxybenzyl)-5-(4-nitrobenzylthio)-4H-1,2,4-triazole), BrC(C(=O)OC)C1=CC=CC=C1 (methyl α-bromophenylacetate), C(=O)([O-])[O-].[K+].[K+] (K2CO3). Solvent: CN(C)C=O (DMF). Conditions: temperature 60 celsius, time 24 hour. Yields the product C(CCC)C1=NN=C(N1CC1=CC=C(C=C1)OC(C1=CC=CC=C1)C(=O)OC)SCC1=CC=C(C=C1)[N+](=O)[O-] (3-Butyl-4-[[4-[1-(carbomethoxy)-1-phenylmethoxy]phenyl]methyl]-5-(4-nitrobenzylthio)-4H-1,2,4-triazole). RXN SMILES: [CH2:1]([C:5]1[N:9]([CH2:10][C:11]2[CH:16]=[CH:15][C:14]([OH:17])=[CH:13][CH:12]=2)[C:8]([S:18][CH2:19][C:20]2[CH:25]=[CH:24][C:23]([N+:26]([O-:28])=[O:27])=[CH:22][CH:21]=2)=[N:7][N:6]=1)[CH2:2][CH2:3][CH3:4].Br[CH:30]([C:35]1[CH:40]=[CH:39][CH:38]=[CH:37][CH:36]=1)[C:31]([O:33][CH3:34])=[O:32].C([O-])([O-])=O.[K+].[K+]>CN(C=O)C>[CH2:1]([C:5]1[N:9]([CH2:10][C:11]2[CH:12]=[CH:13][C:14]([O:17][CH:30]([C:31]([O:33][CH3:34])=[O:32])[C:35]3[CH:40]=[CH:39][CH:38]=[CH:37][CH:36]=3)=[CH:15][CH:16]=2)[C:8]([S:18][CH2:19][C:20]2[CH:21]=[CH:22][C:23]([N+:26]([O-:28])=[O:27])=[CH:24][CH:25]=2)=[N:7][N:6]=1)[CH2:2][CH2:3][CH3:4] |f:2.3.4|. Procedure: A mixture of 322 mg (0.81 mmol) of 3-butyl-4-(4-hydroxybenzyl)-5-(4-nitrobenzylthio) -(4H-1,2,4-triazole (Example 1, Step E), 278 mg (1.21 mmol) of methyl α-bromophenylacetate, 168 mg (1.22 mmol) of anhydrous K2CO3, and 3 ml of dry DMF was stirred under N2 at 60° C. for 24 hours. The mixture was concentrated in vacuo (oil pump, 50° C.), and the residue was partitioned between EtOAc and H2O. The organic solution was dried (MgSO4), filtered, and concentrated. The residual oil was chromatographed o... Reactants: N1C(=O)C(=O)C2=CC=CC=C12 (isatin), C1(=CC=CC=C1)CC(=O)O (phenylacetic acid). The product is OC1=NC2=CC=CC=C2C(=C1C1=CC=CC=C1)C(=O)O (2-hydroxy-3-phenylquinoline-4-carboxylic acid). As a reaction SMILES: [NH:1]1[C:11]2[C:6](=[CH:7][CH:8]=[CH:9][CH:10]=2)[C:4](=O)[C:2]1=[O:3].[C:12]1([CH2:18][C:19]([OH:21])=[O:20])[CH:17]=[CH:16][CH:15]=[CH:14][CH:13]=1>>[OH:3][C:2]1[C:4]([C:6]2[CH:11]=[CH:10][CH:9]=[CH:8][CH:7]=2)=[C:18]([C:19]([OH:21])=[O:20])[C:12]2[C:17](=[CH:16][CH:15]=[CH:14][CH:13]=2)[N:1]=1. Reported procedure: As shown in Scheme 1, reaction of isatin (1) and phenylacetic acid (2) gives 2-hydroxy-3-phenylquinoline-4-carboxylic acid (3), which may be treated with POCl3 to yield 6-chloro-11H-indeno[1,2-c]quinolin-11-one (4). Reaction of a compound 4 with a compound of formula R9AH, such as piperazine, yields a compound 5, such as 6-(piperazin-1-yl)-11H-indeno[1,2-c]quinolin-11-one (compd. 5x in Synthesis Ex. 9, infra), which may be reacted either with NH2OH, optionally followed by alkylation with an alky... The reactants are [H-].[Na+] (sodium hydride), BrCCBr (1,2-dibromoethane), C(CC)ONC(OCC)=O (ethyl N-n-propoxycarbamate). The solvent is O1CCCC1 (tetrahydrofuran), O1CCCC1 (tetrahydrofuran). Conditions: temperature 10 celsius, time 20 minute. The product is BrCCN(C(OCC)=O)OCCC (ethyl N-(2-bromoethyl)-N-n-propoxycarbamate). Isolated yield 90.8%. Reaction SMILES: [H-].[Na+].[CH2:3]([O:6][NH:7][C:8](=[O:12])[O:9][CH2:10][CH3:11])[CH2:4][CH3:5].[Br:13][CH2:14][CH2:15]Br>O1CCCC1>[Br:13][CH2:14][CH2:15][N:7]([O:6][CH2:3][CH2:4][CH3:5])[C:8](=[O:12])[O:9][CH2:10][CH3:11] |f:0.1|. Procedure details: 8.73 g (218 mmol) of 60% sodium hydride was suspended in 200 ml of dry tetrahydrofuran, and 50 ml of a dry tetrahydrofuran solution containing 26.7 g (182 mmol) of ethyl N-n-propoxycarbamate, was dropwise added thereto under cooling with ice at a temperature of not higher than 10° C. After raising the temperature to room temperature, the mixture was stirred at the same temperature for 20 minutes and again cooled with ice. Then, 121.4 g (646 mmol) of 1,2-dibromoethane was added all at once. The t... Reactants: CN(C)C=O, CCOC(=O)CC(O)CCl, [N-]=[N+]=[N-], [Na+]. Product: CCOC(=O)CC(O)CN=[N+]=[N-]. Reaction SMILES: [CH3:15][N:16]([CH3:17])[CH:18]=[O:19].[Cl:1][CH2:2][CH:3]([CH2:4][C:5](=[O:6])[O:7][CH2:8][CH3:9])[OH:10].[N-:12]=[N+:13]=[N-:14].[Na+:11]>>[CH2:2]([CH:3]([CH2:4][C:5](=[O:6])[O:7][CH2:8][CH3:9])[OH:10])[N:12]=[N+:13]=[N-:14]. Reactants: CCOC(=O)c1cnc2c(c1)CCN(CC(=O)OC(C)(C)C)C2, Cl, C1COCCO1. Product: Cl, CCOC(=O)c1cnc2c(c1)CCN(CC(=O)O)C2. Reaction SMILES: [C:1]([CH3:2])([CH3:3])([CH3:4])[O:5][C:6]([CH2:7][N:8]1[CH2:9][CH2:10][c:11]2[cH:12][c:13]([C:18](=[O:19])[O:20][CH2:21][CH3:22])[cH:14][n:15][c:16]2[CH2:17]1)=[O:23].[ClH:24].[O:25]1[CH2:26][CH2:27][O:28][CH2:29][CH2:30]1>>[ClH:24].[O:5]=[C:6]([CH2:7][N:8]1[CH2:9][CH2:10][c:11]2[cH:12][c:13]([C:18](=[O:19])[O:20][CH2:21][CH3:22])[cH:14][n:15][c:16]2[CH2:17]1)[OH:23]. Starting materials: [Br-].COC1=CC=C(C[P+](C2=CC=CC=C2)(C2=CC=CC=C2)C2=CC=CC=C2)C=C1 (4-methoxy-benzyltriphenylphosphonium bromide), C(CCC)[Li] (n-butyllithium), COC=1C=C(C=O)C=C(C1)OC (3,5-dimethoxybenzaldehyde), O (water). Solvent: O1CCCC1 (tetrahydrofuran), O1CCCC1 (tetrahydrofuran). Run at time 3 hour. Product: OC1=CC=C(C=C1)/C=C/C=1C=C(C=C(C1)O)O (5[(E)-2-(4-Hydroxyphenyl)-vinyl]benzene 1,3-diol). Isolated yield 36.7%. RXN SMILES: [Br-].C[O:3][C:4]1[CH:29]=[CH:28][C:7]([CH2:8][P+](C2C=CC=CC=2)(C2C=CC=CC=2)C2C=CC=CC=2)=[CH:6][CH:5]=1.C([Li])CCC.C[O:36][C:37]1[CH:38]=[C:39]([CH:42]=[C:43]([O:45]C)[CH:44]=1)[CH:40]=O.O>O1CCCC1>[OH:3][C:4]1[CH:5]=[CH:6][C:7](/[CH:8]=[CH:40]/[C:39]2[CH:42]=[C:43]([OH:45])[CH:44]=[C:37]([OH:36])[CH:38]=2)=[CH:28][CH:29]=1 |f:0.1|. Reported procedure: To a solution of 4-methoxy-benzyltriphenylphosphonium bromide (12.5 g) in anhydrous tetrahydrofuran (200 mL) at −78° C. was added n-butyllithium (2.44 M, 1.0 equiv), and the resulting red solution was stirred under argon for 2-4 h. A solution of 3,5-dimethoxybenzaldehyde (4.5 g) in tetrahydrofuran was added dropwise over 30 min and the mixture stirred for 6-15 h. The resulting cream suspension was poured into water and extracted with dichloromethane. The organic phase was washed with water, and ...